From a dataset of the Open Reaction Database (ORD), a public repository of structured organic reaction records. describe an organic reaction: reactants, conditions, products, and yield Yields the product COc1nc(Oc2ccc3c(c2)COB3O)ccc1C(N)=O. Reaction SMILES: [BH4-:1].[CH3:32][OH:33].[CH:3]([c:5]1[cH:6][c:7]([O:8][c:9]2[n:10][c:11]([O:18][CH3:19])[c:12]([C:13](=[O:14])[NH2:15])[cH:16][cH:17]2)[cH:20][cH:21][c:22]1[B:23]1[O:24][C:28]([CH3:29])([CH3:30])[C:26]([CH3:4])([CH3:25])[O:27]1)=[O:31].[Cl:34][CH2:35][Cl:36].[Na+:2]>>[c:5]12[cH:6][c:7]([O:8][c:9]3[n:10][c:11]([O:18][CH3:19])[c:12]([C:13](=[O:14])[NH2:15])[cH:16][cH:17]3)[cH:20][cH:21][c:22]1[B:23]([OH:24])[O:27][CH2:26]2. Reactants: [BH4-], CO, COc1nc(Oc2ccc(B3OC(C)(C)C(C)(C)O3)c(C=O)c2)ccc1C(N)=O, ClCCl, [Na+].